Dataset: the Open Reaction Database (ORD), a public repository of structured organic reaction records. Task: describe an organic reaction: reactants, conditions, products, and yield Starting materials: Cl.O(C1=CC=CC=C1)CCCNC(CC1=CC=C(C=C1)OC)(C)C (N-(3-Phenoxypropyl)-1,1-dimethyl-2-(4-methoxyphenyl)ethylamine Hydrochloride), Cl.O[C@@H](CNC(CC1=CC=C(C=C1)OC)(C)C)COC1=CC=C(C=C1)C(C)(C)C ((S)—N-[2-Hydroxy-3-(4-t-butylphenoxy)propyl]-1,1-dimethyl-2-(4-methoxyphenyl)ethylamine Hydrochloride), Cl.OC(CNC(CC1=CC=C(C=C1)OC)(C)C)COC1=CC=C(C=C1)OC (N-[2-Hydroxy-3-(4-methoxyphenoxy)propyl]-1,1-dimethyl-2-(4-methoxyphenyl)ethylamine Hydrochloride), ( 5 ), Cl.OC(CNC(CC1=CC=C(C=C1)OC)(C)C)COC1=CC=CC2=CC=CC=C12 (N-[2-Hydroxy-3-(1-naphthoxy)propyl]-1,1-dimethyl-2-(4-methoxyphenyl)ethylamine Hydrochloride), Cl.O(C1=CC=CC=C1)CCCNC(CC1=CC=C(C=C1)OC)(C)C (N-(3-Phenoxypropyl)-1,1-dimethyl-2-(4-methoxyphenyl)ethylamine Hydrochloride), ( 5 ), ( 100 ), Cl.OC(CNC(CC1=CC=C(C=C1)OC)(C)C)COC1=CC=C(C=C1)C(C)(C)C (N-[2-Hydroxy-3-(4-t-butylphenoxy)propyl]-1,1-dimethyl-2-(4-methoxyphenyl)ethylamine Hydrochloride), Cl.O(C1=CC=CC=C1)CCCNC(CC1=CC=C(C=C1)OC)(C)C (N-(3-Phenoxypropyl)-1,1-dimethyl-2-(4-methoxyphenyl)ethylamine Hydrochloride). Yields the product Cl.OC(CNC(CC1=CC=C(C=C1)OC)(C)C)COC1=CC(=C(C=C1)OC)OC (N-[2-hydroxy-3-(3,4-dimethoxyphenoxy)propyl]-1,1-dimethyl-2-(4-methoxyphenyl)ethylamine Hydrochloride). RXN SMILES: [ClH:1].[O:2](CCCNC(C)(C)CC1C=CC(OC)=CC=1)[C:3]1C=CC=CC=1.Cl.OC(COC1C=CC(C(C)(C)C)=CC=1)CNC(C)(C)CC1C=CC(OC)=CC=1.Cl.O[C@H](COC1C=CC(C(C)(C)C)=CC=1)CNC(C)(C)CC1C=CC(OC)=CC=1.Cl.OC(COC1C2C(=CC=CC=2)C=CC=1)CNC(C)(C)CC1C=CC(OC)=CC=1.Cl.[OH:113][CH:114]([CH2:129][O:130][C:131]1[CH:136]=[CH:135][C:134]([O:137][CH3:138])=[CH:133][CH:132]=1)[CH2:115][NH:116][C:117]([CH3:128])([CH3:127])[CH2:118][C:119]1[CH:124]=[CH:123][C:122]([O:125][CH3:126])=[CH:121][CH:120]=1>>[ClH:1].[OH:113][CH:114]([CH2:129][O:130][C:131]1[CH:136]=[CH:135][C:134]([O:137][CH3:138])=[C:133]([O:2][CH3:3])[CH:132]=1)[CH2:115][NH:116][C:117]([CH3:128])([CH3:127])[CH2:118][C:119]1[CH:120]=[CH:121][C:122]([O:125][CH3:126])=[CH:123][CH:124]=1 |f:0.1,2.3,4.5,6.7,8.9,10.11|. Procedure: GC/EI-MS, m/z (rel. int.) 390 (M+, 0.0), 269 (17), 268 (100), 163 (6), 153 (5), 121 (21), 114 (17), 77 (5), 71 (19), 70 (17), 58 (7). Starting materials: N([C@@H](CCC(OC(C)(C)C)=O)C(=O)N[C@@H](COC(C)(C)C)C(=O)OC(C)(C)C)C(=O)OCC1=CC=CC=C1 (Z-Glu(OtBu)-Ser(tBu)-OtBu). Reagents/catalysts: [Pd] (palladium-on-carbon). The product is N[C@@H](CCC(OC(C)(C)C)=O)C(=O)N[C@@H](COC(C)(C)C)C(=O)OC(C)(C)C (H-Glu(OtBu)-Ser(tBu)-OtBu). Isolated yield 83.4%. Reaction SMILES: [NH:1](C(OCC1C=CC=CC=1)=O)[C@H:2]([C:12]([NH:14][C@H:15]([C:22]([O:24][C:25]([CH3:28])([CH3:27])[CH3:26])=[O:23])[CH2:16][O:17][C:18]([CH3:21])([CH3:20])[CH3:19])=[O:13])[CH2:3][CH2:4][C:5](=[O:11])[O:6][C:7]([CH3:10])([CH3:9])[CH3:8]>[Pd]>[NH2:1][C@H:2]([C:12]([NH:14][C@H:15]([C:22]([O:24][C:25]([CH3:28])([CH3:27])[CH3:26])=[O:23])[CH2:16][O:17][C:18]([CH3:20])([CH3:19])[CH3:21])=[O:13])[CH2:3][CH2:4][C:5](=[O:11])[O:6][C:7]([CH3:8])([CH3:9])[CH3:10]. Procedure details: 2.5 g. of palladium-on-carbon are added to the solution of 17.2 g. (32 mmoles) of Z-30-31-OtBu in 350 ml. of methanol, and gaseous hydrogen is bubbled into the mixture for 1 hour. The catalyst is removed by filtration, the filtrate is evaporated to dryness under reduced pressure, the solid residue is mixed with petroleum ether, and the mixture is filtered. 10.97 g. (83.4 %) of H-Glu(OtBu)-Ser(tBu)-OtBu are obtained. M.p.: 78°-82° C, Rf11 = 0.4. The reactants are ClC=1C=CC=2N(N1)C(=CN2)CC=2C=C1C=NN(C1=CC2)C (6-chloro-3-((1-methyl-1H-indazol-5-yl)methyl)imidazo[1,2-b]pyridazine), C(CCC)[Sn](C(=C)OCC)(CCCC)CCCC (tributyl(1-ethoxyvinyl)stannane). The reagents and catalysts are C=1C=CC(=CC1)[P](C=2C=CC=CC2)(C=3C=CC=CC3)[Pd]([P](C=4C=CC=CC4)(C=5C=CC=CC5)C=6C=CC=CC6)([P](C=7C=CC=CC7)(C=8C=CC=CC8)C=9C=CC=CC9)[P](C=1C=CC=CC1)(C=1C=CC=CC1)C=1C=CC=CC1 (Pd(PPh3)4). The solvent is CN(C)C=O (DMF). Reaction conditions: temperature 110 celsius, time 8 hour. Yields the product C(C)OC(=C)C=1C=CC=2N(N1)C(=CN2)CC=2C=C1C=NN(C1=CC2)C (6-(1-Ethoxy-vinyl)-3-(1-methyl-1H-indazol-5-ylmethyl)-imidazo[1,2-b]pyridazine). RXN SMILES: Cl[C:2]1[CH:3]=[CH:4][C:5]2[N:6]([C:8]([CH2:11][C:12]3[CH:13]=[C:14]4[C:18](=[CH:19][CH:20]=3)[N:17]([CH3:21])[N:16]=[CH:15]4)=[CH:9][N:10]=2)[N:7]=1.C([Sn](CCCC)(CCCC)[C:27]([O:29][CH2:30][CH3:31])=[CH2:28])CCC>CN(C=O)C.C1C=CC([P]([Pd]([P](C2C=CC=CC=2)(C2C=CC=CC=2)C2C=CC=CC=2)([P](C2C=CC=CC=2)(C2C=CC=CC=2)C2C=CC=CC=2)[P](C2C=CC=CC=2)(C2C=CC=CC=2)C2C=CC=CC=2)(C2C=CC=CC=2)C2C=CC=CC=2)=CC=1>[CH2:30]([O:29][C:27]([C:2]1[CH:3]=[CH:4][C:5]2[N:6]([C:8]([CH2:11][C:12]3[CH:13]=[C:14]4[C:18](=[CH:19][CH:20]=3)[N:17]([CH3:21])[N:16]=[CH:15]4)=[CH:9][N:10]=2)[N:7]=1)=[CH2:28])[CH3:31] |^1:48,50,69,88|. Procedure details: A suspension of 6-chloro-3-((1-methyl-1H-indazol-5-yl)methyl)imidazo[1,2-b]pyridazine (180.0 mg, 36% pure, 0.22 mmol), tributyl(1-ethoxyvinyl)stannane (94 mg, 0.26 mmol) and Pd(PPh3)4 (25.1 mg, 0.02 mmol) in 10 mL DMF was flashed with nitrogen, then heated at 110° C. and stirred overnight. Solvent was removed under reduced pressure, the residue was diluted with DCM, washed sequentially with KF solution and water. The organic layer was dried over Na2SO4, filtered and concentrated in vacuo. The cr... Reactants: FC(C1=CC=C(COC2=C(C=CC=C2)CCl)C=C1)(F)F (1-(4-trifluoromethyl-benzyloxy)-2-chloromethyl-benzene), COC(COC1=C2CCCC2=C(C=C1)S)=O ((7-Mercapto-indan-4-yloxy)-acetic acid methyl ester). The product is FC(C1=CC=C(COC2=C(CSC=3C=CC(=C4CCCC34)OCC(=O)O)C=CC=C2)C=C1)(F)F ({7-[2-(4-Trifluoromethyl-benzyloxy)-benzylsulfanyl]-indan-4-yloxy}-acetic acid). RXN SMILES: [F:1][C:2]([F:20])([F:19])[C:3]1[CH:18]=[CH:17][C:6]([CH2:7][O:8][C:9]2[CH:14]=[CH:13][CH:12]=[CH:11][C:10]=2[CH2:15]Cl)=[CH:5][CH:4]=1.C[O:22][C:23](=[O:36])[CH2:24][O:25][C:26]1[CH:34]=[CH:33][C:32]([SH:35])=[C:31]2[C:27]=1[CH2:28][CH2:29][CH2:30]2>>[F:1][C:2]([F:20])([F:19])[C:3]1[CH:18]=[CH:17][C:6]([CH2:7][O:8][C:9]2[CH:14]=[CH:13][CH:12]=[CH:11][C:10]=2[CH2:15][S:35][C:32]2[CH:33]=[CH:34][C:26]([O:25][CH2:24][C:23]([OH:36])=[O:22])=[C:27]3[C:31]=2[CH2:30][CH2:29][CH2:28]3)=[CH:5][CH:4]=1. Reported procedure: The title compound was prepared in the manner analogous to Example 1F using 81B and 12C. MS m/z 503 (M+1).